From a dataset of the Open Reaction Database (ORD), a public repository of structured organic reaction records. describe an organic reaction: reactants, conditions, products, and yield The reactants are C(C)(C)(C)C1=NOC(=C1)NC(=O)[C@H]1NCCC1 ((S)-pyrrolidine-2-carboxylic acid (3-tert-butyl-isoxazol-5-yl)-amide), Cl (hydrochloride), BrCC1CCCCC1 (bromomethyl-cyclohexane), [I-].[K+] (potassium iodide), C([O-])([O-])=O.[K+].[K+] (potassium carbonate). Solvent: O (water), CN(C=O)C (N,N-dimethylformamide). Reaction conditions: temperature 60 celsius. Product: C(C)(C)(C)C1=NOC(=C1)NC(=O)[C@H]1N(CCC1)CC1CCCCC1 ((S)-1-cyclohexylmethyl-pyrrolidine-2-carboxylic acid (3-tert-butyl-isoxazol-5-yl)-amide). As a reaction SMILES: [C:1]([C:5]1[CH:9]=[C:8]([NH:10][C:11]([C@@H:13]2[CH2:17][CH2:16][CH2:15][NH:14]2)=[O:12])[O:7][N:6]=1)([CH3:4])([CH3:3])[CH3:2].Cl.Br[CH2:20][CH:21]1[CH2:26][CH2:25][CH2:24][CH2:23][CH2:22]1.[I-].[K+].C(=O)([O-])[O-].[K+].[K+]>CN(C)C=O.O>[C:1]([C:5]1[CH:9]=[C:8]([NH:10][C:11]([C@@H:13]2[CH2:17][CH2:16][CH2:15][N:14]2[CH2:20][CH:21]2[CH2:26][CH2:25][CH2:24][CH2:23][CH2:22]2)=[O:12])[O:7][N:6]=1)([CH3:4])([CH3:2])[CH3:3] |f:3.4,5.6.7|. Procedure: To a solution of (S)-pyrrolidine-2-carboxylic acid (3-tert-butyl-isoxazol-5-yl)-amide; hydrochloride (0.2 g; 0.731 mmol) in N,N-dimethylformamide (4 mL) is added bromomethyl-cyclohexane (0.153 mL; 1.097 mmol), potassium iodide (0.032 mg, 0.197 mmoL), and potassium carbonate (0.505 g; 3.655 mmol). The mixture heated at 60° C. for 7 days. After this time, the mixture is cooled to room temperature, diluted with water and extracted with ethyl acetate. The combined organics are washed with water, 1N ... Reactants: C1C2CC3CC1CC(C2)(C3)N (adamantamine), C1(C=2C(C(=O)O1)=CC=CC2)=O (phthalic anhydride). Run in C1(=CC=CC=C1)C (toluene), C1(=CC=CC=C1)C (toluene). Run at time 15 hour. The product is C12(CC3CC(CC(C1)C3)C2)NC(C=2C(C(=O)O)=CC=CC2)=O (N-adamantylphthalamic acid). Yield: 96.3%. Reaction SMILES: [C:1]1(=[O:11])[O:6][C:4](=[O:5])[C:3]2=[CH:7][CH:8]=[CH:9][CH:10]=[C:2]12.[CH2:12]1[CH:17]2[CH2:18][C:19]3([NH2:22])[CH2:21][CH:15]([CH2:16]2)[CH2:14][CH:13]1[CH2:20]3>C1(C)C=CC=CC=1>[C:19]12([NH:22][C:4](=[O:5])[C:3]3[C:2](=[CH:10][CH:9]=[CH:8][CH:7]=3)[C:1]([OH:6])=[O:11])[CH2:20][CH:13]3[CH2:14][CH:15]([CH2:16][CH:17]([CH2:12]3)[CH2:18]1)[CH2:21]2. Reported procedure: A mixture of 25 g (0.17 mole) of phthalic anhydride and 100 ml of toluene was prepared. To this mixture was added a solution of approximately 25.5 g (0.17 mole) of adamantamine in 100 ml of toluene. The resulting mixture was stirred at room temperature for 15 hours. The solid was collected by vacuum filtration and dried in a vacuum oven at room temperature to yield approximately 49 g of N-adamantylphthalamic acid. The reactants are ClC=1C2=C(N=CN1)N(C=C2)[C@H]2[C@@H](OCC1=C(C=C(C=C1)Cl)Cl)[C@H](OCC1=C(C=C(C=C1)Cl)Cl)[C@H](S2)COCC2=C(C=C(C=C2)Cl)Cl (4-Chloro-7-[2,3,5-tri-O-(2,4-dichlorobenzyl)-4-thio-β-D-arabinofuranosyl]-7H-pyrrolo[2,3-d]pyrimidine), B(Cl)(Cl)Cl (boron trichloride). Run in ClCCl (dichloromethane). Run at temperature -78 celsius. Product: ClC=1C2=C(N=CN1)N(C=C2)[C@H]2[C@@H](O)[C@H](O)[C@H](S2)CO (4-Chloro-7-(4-thio-β-D-arabinofuranosyl)-7H- pyrrolo-[2,3-d]pyrimidine). Reaction SMILES: [Cl:1][C:2]1[C:3]2[CH:10]=[CH:9][N:8]([C@@H:11]3[S:35][C@H:34]([CH2:36][O:37]CC4C=CC(Cl)=CC=4Cl)[C@@H:23]([O:24]CC4C=CC(Cl)=CC=4Cl)[C@@H:12]3[O:13]CC3C=CC(Cl)=CC=3Cl)[C:4]=2[N:5]=[CH:6][N:7]=1.B(Cl)(Cl)Cl>ClCCl>[Cl:1][C:2]1[C:3]2[CH:10]=[CH:9][N:8]([C@@H:11]3[S:35][C@H:34]([CH2:36][OH:37])[C@@H:23]([OH:24])[C@@H:12]3[OH:13])[C:4]=2[N:5]=[CH:6][N:7]=1. Reported procedure: To a solution of compound 1-6 from Step F (1 eq) in dichloromethane at −78° C. is added boron trichloride (1M in dichloromethane, 10 eq) dropwise. The mixture is stirred at −78° C. then at −30° C. to −20° C. The reaction is quenched by addition of methanol/dichloromethane (1:1) and the resulting mixture stirred at −15° C., then neutralized with aqueous ammonia at 0° C. and stirred at room temperature. The solid is filtered and washed with CH2Cl2/MeOH (1/1). The combined filtrate and washings are... Yields the product CCCCOCCOc1ccc(-c2ccc3c(c2)C=C(C(=O)Nc2ccc(S(=O)Cc4nccn4CC)cc2)CCN3CC(C)C)cc1. The reactants are CCCCOCCOc1ccc(-c2ccc3c(c2)C=C(C(=O)Nc2ccc(SCc4nccn4CC)cc2)CCN3CC(C)C)cc1, ClCCl, [Na+], [Na+], O=C(OO)c1cccc(Cl)c1, O=S([O-])([O-])=S. RXN SMILES: [CH2:1]([CH2:2][CH2:3][CH3:4])[O:5][CH2:6][CH2:7][O:8][c:9]1[cH:10][cH:11][c:12](-[c:15]2[cH:16][cH:17][c:18]3[c:19]([cH:47]2)[CH:20]=[C:21]([C:29](=[O:30])[NH:31][c:32]2[cH:33][cH:34][c:35]([S:38][CH2:39][c:40]4[n:41]([CH2:45][CH3:46])[cH:42][cH:43][n:44]4)[cH:36][cH:37]2)[CH2:22][CH2:23][N:24]3[CH2:25][CH:26]([CH3:27])[CH3:28])[cH:13][cH:14]1.[Cl:66][CH2:67][Cl:68].[Na+:64].[Na+:65].[OH:48][O:49][C:50]([c:51]1[cH:52][c:53]([Cl:54])[cH:55][cH:56][cH:57]1)=[O:58].[S:59]([O-:60])([O-:61])(=[O:62])=[S:63]>>[CH2:1]([CH2:2][CH2:3][CH3:4])[O:5][CH2:6][CH2:7][O:8][c:9]1[cH:10][cH:11][c:12](-[c:15]2[cH:16][cH:17][c:18]3[c:19]([cH:47]2)[CH:20]=[C:21]([C:29](=[O:30])[NH:31][c:32]2[cH:33][cH:34][c:35]([S:38]([CH2:39][c:40]4[n:41]([CH2:45][CH3:46])[cH:42][cH:43][n:44]4)=[O:48])[cH:36][cH:37]2)[CH2:22][CH2:23][N:24]3[CH2:25][CH:26]([CH3:27])[CH3:28])[cH:13][cH:14]1. Reactants: BrC1=CC=C(C=C1)C (4-bromotoluene), C(#C)C=1C2=C(SC1)C=CC=C2OC (3-Ethynyl-4-methoxybenzo[b]thiophene). The reagents and catalysts are C=1C=CC(=CC1)[P](C=2C=CC=CC2)(C=3C=CC=CC3)[Pd]([P](C=4C=CC=CC4)(C=5C=CC=CC5)C=6C=CC=CC6)([P](C=7C=CC=CC7)(C=8C=CC=CC8)C=9C=CC=CC9)[P](C=1C=CC=CC1)(C=1C=CC=CC1)C=1C=CC=CC1 (tetrakis(triphenylphosphine)palladium), [Cu]I (copper (I) iodide). The solvent is C(C)N(CC)CC (triethylamine), C(C)OCC (diethyl ether). Product: COC1=CC=CC=2SC=C(C21)C#CC2=CC=C(C=C2)C (4-methoxy-3-[2-(4-methylphenyl)ethynyl]benzo[b]thiophene). Reaction SMILES: [C:1]([C:3]1[C:4]2[C:11]([O:12][CH3:13])=[CH:10][CH:9]=[CH:8][C:5]=2[S:6][CH:7]=1)#[CH:2].Br[C:15]1[CH:20]=[CH:19][C:18]([CH3:21])=[CH:17][CH:16]=1>C(N(CC)CC)C.C(OCC)C.C1C=CC([P]([Pd]([P](C2C=CC=CC=2)(C2C=CC=CC=2)C2C=CC=CC=2)([P](C2C=CC=CC=2)(C2C=CC=CC=2)C2C=CC=CC=2)[P](C2C=CC=CC=2)(C2C=CC=CC=2)C2C=CC=CC=2)(C2C=CC=CC=2)C2C=CC=CC=2)=CC=1.[Cu]I>[CH3:13][O:12][C:11]1[C:4]2[C:3]([C:1]#[C:2][C:15]3[CH:20]=[CH:19][C:18]([CH3:21])=[CH:17][CH:16]=3)=[CH:7][S:6][C:5]=2[CH:8]=[CH:9][CH:10]=1 |^1:37,39,58,77|. Reported procedure: 3-Ethynyl-4-methoxybenzo[b]thiophene (0.15 g) was dissolved in triethylamine (10 mL). To the solution were added 4-bromotoluene (0.11 mL), tetrakis(triphenylphosphine)palladium (0) (92 mg) and copper (I) iodide (30 mg), and the mixture was heated for ref lux under an argon atmosphere for 10 hours. The reaction mixture was diluted with diethyl ether, and the insoluble material was removed by filtration. The filtrate was concentrated under reduced pressure, and the residue was purified by column c... The reactants are Br, COC(=O)N1CCC(c2cc(=O)[nH]o2)CC1c1ccc(Cl)cc1F. Yields the product O=c1cc(C2CCNC(c3ccc(Cl)cc3F)C2)o[nH]1. RXN SMILES: [BrH:25].[Cl:1][c:2]1[cH:3][c:4]([F:24])[c:5]([CH:8]2[N:9]([C:20]([O:21][CH3:22])=[O:23])[CH2:10][CH2:11][CH:12]([c:14]3[cH:15][c:16](=[O:19])[nH:17][o:18]3)[CH2:13]2)[cH:6][cH:7]1>>[Cl:1][c:2]1[cH:3][c:4]([F:24])[c:5]([CH:8]2[NH:9][CH2:10][CH2:11][CH:12]([c:14]3[cH:15][c:16](=[O:19])[nH:17][o:18]3)[CH2:13]2)[cH:6][cH:7]1.